From a dataset of the Open Reaction Database (ORD), a public repository of structured organic reaction records. describe an organic reaction: reactants, conditions, products, and yield The reactants are O=Cc1nn(C2CCCCO2)c2ncc(Br)cc12, CCC(=O)Nc1cncc(Br)c1, ClCCl, [K+], [K+], [K+], [K+], CC(=O)[O-], CN(C)C=O, O, O=P([O-])([O-])[O-]. Yields the product CCC(=O)Nc1cncc(-c2cnc3c(c2)c(C=O)nn3C2CCCCO2)c1. Reaction SMILES: [Br:1][c:2]1[cH:3][c:4]2[c:5]([n:6][cH:7]1)[n:8]([CH:13]1[O:14][CH2:15][CH2:16][CH2:17][CH2:18]1)[n:9][c:10]2[CH:11]=[O:12].[Br:24][c:25]1[cH:26][c:27]([NH:31][C:32]([CH2:33][CH3:34])=[O:35])[cH:28][n:29][cH:30]1.[Cl:50][CH2:51][Cl:52].[K+:23].[K+:41].[K+:42].[K+:43].[O-:19][C:20]([CH3:21])=[O:22].[O:44]=[CH:45][N:46]([CH3:47])[CH3:48].[OH2:49].[P:36]([O-:37])([O-:38])([O-:39])=[O:40]>>[c:2]1(-[c:25]2[cH:26][c:27]([NH:31][C:32]([CH2:33][CH3:34])=[O:35])[cH:28][n:29][cH:30]2)[cH:3][c:4]2[c:5]([n:6][cH:7]1)[n:8]([CH:13]1[O:14][CH2:15][CH2:16][CH2:17][CH2:18]1)[n:9][c:10]2[CH:11]=[O:12]. Starting materials: Cc1c(NC(C(=O)O)C(C)O)ccc(C#N)c1Cl, CCc1c(NC(C(=O)NNC(=O)c2ccccc2)C(C)O)ccc(C#N)c1Cl, Cl, NCC(=O)c1ccccc1. Product: Cc1c(NC(C(=O)NCC(=O)c2ccccc2)C(C)O)ccc(C#N)c1Cl. As a reaction SMILES: [Cl:1][c:2]1[c:3]([CH3:18])[c:4]([NH:10][CH:11]([C:12](=[O:13])[OH:14])[CH:15]([CH3:16])[OH:17])[cH:5][cH:6][c:7]1[C:8]#[N:9].[Cl:30][c:31]1[c:32]([CH2:33][CH3:34])[c:35]([NH:36][CH:37]([CH:38]([OH:39])[CH3:40])[C:41]([NH:42][NH:43][C:44](=[O:45])[c:46]2[cH:47][cH:48][cH:49][cH:50][cH:51]2)=[O:52])[cH:53][cH:54][c:55]1[C:56]#[N:57].[ClH:19].[NH2:20][CH2:21][C:22](=[O:23])[c:24]1[cH:25][cH:26][cH:27][cH:28][cH:29]1>>[Cl:1][c:2]1[c:3]([CH3:18])[c:4]([NH:10][CH:11]([C:12](=[O:14])[NH:20][CH2:21][C:22](=[O:23])[c:24]2[cH:25][cH:26][cH:27][cH:28][cH:29]2)[CH:15]([CH3:16])[OH:17])[cH:5][cH:6][c:7]1[C:8]#[N:9]. The reactants are P(=O)(Cl)(Cl)Cl (Phosphorus oxychloride), ClC1=C(C(=CC=C1)Cl)N1N=CC=2C1=NC=NC2O (1-(2,6-dichlorophenyl)-1H-pyrazolo[3,4-d]pyrimidin-4-ol). Reaction conditions: time 20 hour. The product is ClC1=C2C(=NC=N1)N(N=C2)C2=C(C=CC=C2Cl)Cl (4-chloro-1-(2,6-dichlorophenyl)-1H-pyrazolo[3,4-d]pyrimidine). Yield: 86.8%. Reaction SMILES: P(Cl)(Cl)([Cl:3])=O.[Cl:6][C:7]1[CH:12]=[CH:11][CH:10]=[C:9]([Cl:13])[C:8]=1[N:14]1[C:18]2=[N:19][CH:20]=[N:21][C:22](O)=[C:17]2[CH:16]=[N:15]1>>[Cl:3][C:22]1[N:21]=[CH:20][N:19]=[C:18]2[N:14]([C:8]3[C:7]([Cl:6])=[CH:12][CH:11]=[CH:10][C:9]=3[Cl:13])[N:15]=[CH:16][C:17]=12. Reported procedure: Phosphorus oxychloride (7.96 mL, 85.38 mmol) was added to 1-(2,6-dichlorophenyl)-1H-pyrazolo[3,4-d]pyrimidin-4-ol (Intermediate BA4) (1.2 g, 4.27 mmol). The resulting solution was stiffed at 100° C. for 20 hours. LCMS showed reaction was complete. The reaction mixture was evaporated. Ice/water and then EtOAc were added. The organic layer to was separated and the aqueous layer re-extracted with EtOAc. The combined organics were washed with water, dried (MgSO4) and concentrated to give the product... The reactants are C1=CC(=CC=C1N)O (p-aminophenol), OC=1C=C2C(C(=O)OC2=O)=CC1 (4-hydroxyphthalic anhydride), Cl (HCl), O (water). Solvent: N1=CC=CC=C1 (pyridine). Product: OC=1C=C2C(C(=O)N(C2=O)C2=CC=C(C=C2)O)=CC1 (4-(4'-Hydroxyphthalimido)phenol). RXN SMILES: [CH:1]1[C:6]([NH2:7])=[CH:5][CH:4]=[C:3]([OH:8])[CH:2]=1.[OH:9][C:10]1[CH:11]=[C:12]2[C:17](=O)[O:16][C:14](=[O:15])[C:13]2=[CH:19][CH:20]=1.O.Cl>N1C=CC=CC=1>[OH:9][C:10]1[CH:11]=[C:12]2[C:17](=[O:16])[N:7]([C:6]3[CH:5]=[CH:4][C:3]([OH:8])=[CH:2][CH:1]=3)[C:14](=[O:15])[C:13]2=[CH:19][CH:20]=1. Procedure: In a stirred dry flask under N2, to a solution of 54.5 g p-aminophenol (0.5 mole) in 500 ml dry pyridine was added over 10 min at room temperature 82.0 g powdered 4-hydroxyphthalic anhydride (0.31 mole) and the mixture refluxed 5 hr. This black solution was cooled, poured into 1500 ml water, acidified with HCl, filtered, washed, and dried. M.P. 302°-304° C. Recrystallization was unnecessary. Yield 104 g, 82%. The reactants are BrB(Br)Br, COc1ccc2c(c1)NC(=O)C(C)(C)O2, ClCCl, O. Yields the product CC1(C)Oc2ccc(O)cc2NC1=O. As a reaction SMILES: [B:4]([Br:5])([Br:6])[Br:7].[CH3:8][O:9][c:10]1[cH:11][cH:12][c:13]2[c:14]([cH:22]1)[NH:15][C:16](=[O:21])[C:17]([CH3:19])([CH3:20])[O:18]2.[Cl:1][CH2:2][Cl:3].[OH2:23]>>[OH:9][c:10]1[cH:11][cH:12][c:13]2[c:14]([cH:22]1)[NH:15][C:16](=[O:21])[C:17]([CH3:19])([CH3:20])[O:18]2. Starting materials: NC1=CC=CC2=NC3=CC=CC=C3C=C12 (1-aminoacridine), CC=1C=C2C=C3C=C(C(=CC3=NC2=CC1N)N)C.Cl (acridine yellow), OC1=C(C=CC=2C3=CC=CC=C3N=C3C=CC=CC23)C=CC=C1 (9-(2'-hydroxystyryl)acridine), CN(C)C=1C=CC=2C=C3C=CC(=CC3=NC2C1)N(C)C (acridine orange). Product: C1=CC=CC2=NC3=CC=CC=C3C=C12 (acridine). Reaction SMILES: N[C:2]1[C:15]2[C:6](=[N:7][C:8]3[C:13]([CH:14]=2)=[CH:12][CH:11]=[CH:10][CH:9]=3)[CH:5]=[CH:4][CH:3]=1.OC1C=CC=CC=1C=CC1C2C(N=C3C=1C=CC=C3)=CC=CC=2.CN(C1C=CC2C=C3C(=NC=2C=1)C=C(N(C)C)C=C3)C.CC1C=C2C(=CC=1N)N=C1C(C=C(C)C(N)=C1)=C2.Cl>>[CH:2]1[C:15]2[C:6](=[N:7][C:8]3[C:13]([CH:14]=2)=[CH:12][CH:11]=[CH:10][CH:9]=3)[CH:5]=[CH:4][CH:3]=1 |f:3.4|. Reported procedure: 1-aminoacridine, 9-(2'-hydroxystyryl)acridine, acridine orange, acridine yellow, and the like.